From a dataset of the Open Reaction Database (ORD), a public repository of structured organic reaction records. describe an organic reaction: reactants, conditions, products, and yield Starting materials: C1(CCCC1)C1(OC(CC(C1)=O)=O)CCC1=CC(=C(C=C1)C(C#N)(C)C)F (2-{4-[2-(2-cyclopentyl-4,6-dioxo-tetrahydro-pyran-2-yl)-ethyl]-2-fluoro-phenyl}-2-methyl-propionitrile), CC1=NC=2N(C(=C1)C)N=C(N2)C=O (5,7-dimethyl-[1,2,4]triazolo[1,5-a]pyrimidine-2-carbaldehyde). Solvent: CO (MeOH). Reaction conditions: time 3 hour. Yields the product C1(CCCC1)C1(OC(C(=C(C1)O)CC1=NN2C(N=C(C=C2C)C)=N1)=O)CCC1=CC(=C(C=C1)C(C#N)(C)C)F ((+/−) 2-(4-{2-[2-Cyclopentyl-5-(5,7-dimethyl-[1,2,4]triazolo[1,5-a]pyrimidin-2-ylmethyl)-4-hydroxy-6-oxo-3,6-dihydro-2H-pyran-2-yl]-ethyl}-2-fluoro-phenyl)-2-methyl-propionitrile). Reaction SMILES: [CH:1]1([C:6]2([CH2:14][CH2:15][C:16]3[CH:21]=[CH:20][C:19]([C:22]([CH3:26])([CH3:25])[C:23]#[N:24])=[C:18]([F:27])[CH:17]=3)[CH2:11][C:10](=[O:12])[CH2:9][C:8](=[O:13])[O:7]2)[CH2:5][CH2:4][CH2:3][CH2:2]1.[CH3:28][C:29]1[CH:34]=[C:33]([CH3:35])[N:32]2[N:36]=[C:37]([CH:39]=O)[N:38]=[C:31]2[N:30]=1>CO>[CH:1]1([C:6]2([CH2:14][CH2:15][C:16]3[CH:21]=[CH:20][C:19]([C:22]([CH3:25])([CH3:26])[C:23]#[N:24])=[C:18]([F:27])[CH:17]=3)[CH2:11][C:10]([OH:12])=[C:9]([CH2:39][C:37]3[N:38]=[C:31]4[N:30]=[C:29]([CH3:28])[CH:34]=[C:33]([CH3:35])[N:32]4[N:36]=3)[C:8](=[O:13])[O:7]2)[CH2:5][CH2:4][CH2:3][CH2:2]1. Reported procedure: To a solution of 2-{4-[2-(2-cyclopentyl-4,6-dioxo-tetrahydro-pyran-2-yl)-ethyl]-2-fluoro-phenyl}-2-methyl-propionitrile (0.40 g, 1.1 mmol) in MeOH (7 mL) was added 5,7-dimethyl-[1,2,4]triazolo[1,5-a]pyrimidine-2-carbaldehyde (0.19 g, 1.08 mmol) and borane-dimethylamine complex (76 mg, 1.3 mmol) and stirred at room temperature for 3 hours. The reaction was quenched with 10 mL saturated NH4Cl and 5 mL water. To this was added 20 mL CH2Cl2 and the pH of the aqueous phase was adjusted to 3. The laye... Reaction SMILES: [C:1]([CH3:2])([CH3:3])([CH3:4])[O:5][C:6](=[O:7])[N:8]1[CH2:9][CH2:10][N:11]([c:15]2[n:16][c:17]3[c:18]([nH:19]2)[cH:20][cH:21][cH:22][cH:23]3)[CH2:12][CH2:13][CH2:14]1.[CH3:38][N:39]([CH3:40])[CH:41]=[O:42].[Cl:31][CH2:32][c:33]1[o:34][cH:35][cH:36][cH:37]1.[H-:29].[Na+:30].[O:24]1[CH2:25][CH2:26][CH2:27][CH2:28]1>>[C:1]([CH3:2])([CH3:3])([CH3:4])[O:5][C:6](=[O:7])[N:8]1[CH2:9][CH2:10][N:11]([c:15]2[n:16]([CH2:32][c:33]3[o:34][cH:35][cH:36][cH:37]3)[c:17]3[c:18]([n:19]2)[cH:20][cH:21][cH:22][cH:23]3)[CH2:12][CH2:13][CH2:14]1. Starting materials: CC(C)(C)OC(=O)N1CCCN(c2nc3ccccc3[nH]2)CC1, CN(C)C=O, ClCc1ccco1, [H-], [Na+], C1CCOC1. The product is CC(C)(C)OC(=O)N1CCCN(c2nc3ccccc3n2Cc2ccco2)CC1. The reactants are NC=1C=C(C(=O)OCC)C=CC1 (ethyl m-aminobenzoate), C(C)N(C(=S)Cl)CC (N,N-diethylthiocarbamoyl chloride). The solvent is C1(=CC=CC=C1)C (toluene), C(C)(=O)OCC (ethyl acetate). Product: N(=C=S)C=1C=C(C(=O)OCC)C=CC1 (ethyl m-isothiocyanatobenzoate). Isolated yield 77.3%. Reaction SMILES: [NH2:1][C:2]1[CH:3]=[C:4]([CH:10]=[CH:11][CH:12]=1)[C:5]([O:7][CH2:8][CH3:9])=[O:6].C(N(CC)[C:16](Cl)=[S:17])C>C1(C)C=CC=CC=1.C(OCC)(=O)C>[N:1]([C:2]1[CH:3]=[C:4]([CH:10]=[CH:11][CH:12]=1)[C:5]([O:7][CH2:8][CH3:9])=[O:6])=[C:16]=[S:17]. Procedure: In 500 ml of toluene was dissolved 82.5 g of ethyl m-aminobenzoate. While stirring the solution at room temperature, 83.4 g of N,N-diethylthiocarbamoyl chloride was added dropwise to the solution over a period of about 1 hour and then the mixture was refluxed for 5 hours. The toluene was distilled off under reduced pressure, the residue thus formed was dissolved in 300 ml of ethyl acetate, and the ethyl acetate solution was washed with water. Then, ethyl acetate was distilled off under reduced p... Reactants: [BH4-], O=Cc1ccc(Br)cc1OC(F)(F)F, CCO, [Na+]. The product is OCc1ccc(Br)cc1OC(F)(F)F. RXN SMILES: [BH4-:15].[Br:1][c:2]1[cH:3][c:4]([O:10][C:11]([F:12])([F:13])[F:14])[c:5]([CH:6]=[O:7])[cH:8][cH:9]1.[CH3:17][CH2:18][OH:19].[Na+:16]>>[Br:1][c:2]1[cH:3][c:4]([O:10][C:11]([F:12])([F:13])[F:14])[c:5]([CH2:6][OH:7])[cH:8][cH:9]1. Reactants: O=C1N(CN(C12CCN(CC2)CCCC(C2=CC=CC=C2)=O)C2=CC=CC=C2)CC=2C=C(C(=O)OC(C)(C)C)C=CC2 (tert-butyl 3-((4-oxo-8-(4-oxo-4-phenylbutyl)-1-phenyl-1,3,8-triazaspiro[4.5]decan-3-yl)methyl)benzoate), [BH4-].[Na+] (Sodium borohydride). Run in C(C)O (ethanol). Reaction conditions: temperature 41 celsius, time 30 minute. Product: OC(CCCN1CCC2(C(N(CN2C2=CC=CC=C2)CC=2C=C(C(=O)OC(C)(C)C)C=CC2)=O)CC1)C1=CC=CC=C1 (tert-butyl 3-((8-(4-hydroxy-4-phenylbutyl)-4-oxo-1-phenyl-1,3,8-triazaspiro[4.5]decan-3-yl)methyl)benzoate). Yield: 82.3%. As a reaction SMILES: [O:1]=[C:2]1[C:6]2([CH2:11][CH2:10][N:9]([CH2:12][CH2:13][CH2:14][C:15](=[O:22])[C:16]3[CH:21]=[CH:20][CH:19]=[CH:18][CH:17]=3)[CH2:8][CH2:7]2)[N:5]([C:23]2[CH:28]=[CH:27][CH:26]=[CH:25][CH:24]=2)[CH2:4][N:3]1[CH2:29][C:30]1[CH:31]=[C:32]([CH:40]=[CH:41][CH:42]=1)[C:33]([O:35][C:36]([CH3:39])([CH3:38])[CH3:37])=[O:34].[BH4-].[Na+]>C(O)C>[OH:22][CH:15]([C:16]1[CH:17]=[CH:18][CH:19]=[CH:20][CH:21]=1)[CH2:14][CH2:13][CH2:12][N:9]1[CH2:10][CH2:11][C:6]2([N:5]([C:23]3[CH:24]=[CH:25][CH:26]=[CH:27][CH:28]=3)[CH2:4][N:3]([CH2:29][C:30]3[CH:31]=[C:32]([CH:40]=[CH:41][CH:42]=3)[C:33]([O:35][C:36]([CH3:39])([CH3:38])[CH3:37])=[O:34])[C:2]2=[O:1])[CH2:7][CH2:8]1 |f:1.2|. Reported procedure: A mixture of tert-butyl 3-((4-oxo-8-(4-oxo-4-phenylbutyl)-1-phenyl-1,3,8-triazaspiro[4.5]decan-3-yl)methyl)benzoate (1.45 g, 2.56 mmol, 1 equiv) in ethanol was warmed to 41° C. Sodium borohydride (194 mg, 5.13 mmol, 2 equiv) was slowly added and the reaction stirred as such for 30 minutes. It was stirred at room temperature for 16 h. The reaction was concentrated in vacuo and the mixture was partitioned between ethyl acetate and water, followed by a brine wash. The organic layer was dried over M... The reactants are C(C)(=O)O[BH-](OC(C)=O)OC(C)=O.[Na+] (sodium triacetoxyborohydride), BrC=1C=C(C=NC1)N (5-bromopyridin-3-ylamine), BrC=1C=C(C=NC1)N (5-bromopyridin-3-ylamine), OC1=C(C=O)C=CC=C1 (2-hydroxybenzaldehyde), OC1=C(C=O)C=CC=C1 (2-hydroxybenzaldehyde), O (water). Run in ClCCl (dichloromethane). Conditions: time 24 hour. The product is BrC=1C=C(C=NC1)NCC1=C(C=CC=C1)O (2-[(5-Bromopyridin-3-ylamino)methyl]phenol). Reaction SMILES: C(O[BH-](OC(=O)C)OC(=O)C)(=O)C.[Na+].[Br:15][C:16]1[CH:17]=[C:18]([NH2:22])[CH:19]=[N:20][CH:21]=1.[OH:23][C:24]1[CH:31]=[CH:30][CH:29]=[CH:28][C:25]=1[CH:26]=O.O>ClCCl>[Br:15][C:16]1[CH:17]=[C:18]([NH:22][CH2:26][C:25]2[CH:28]=[CH:29][CH:30]=[CH:31][C:24]=2[OH:23])[CH:19]=[N:20][CH:21]=1 |f:0.1|. Reported procedure: 295 mg (1.4 mmol, 1.4 eq) of sodium triacetoxyborohydride are added to a solution of 173 mg (1 mmol, 1 eq) of 5-bromopyridin-3-ylamine (starting material 1) and 122 mg (1 mmol, 1 eq) of 2-hydroxybenzaldehyde (starting material 2) in 20 ml of dichloromethane. The solution is stirred at room temperature for 24 h. The medium is poured into water and stirred for 2 h. The aqueous phase is extracted with dichloromethane. The organic phases are combined, washed with water, and then dried over sodium su...